This data is from the Open Reaction Database (ORD), a public repository of structured organic reaction records. The task is: describe an organic reaction: reactants, conditions, products, and yield Starting materials: CN(C)c1ccccc1, Cc1cc(O)nc2[nH]nc(O)c12, O=P(Cl)(Cl)Cl. RXN SMILES: [CH3:13][N:14]([c:15]1[cH:16][cH:17][cH:18][cH:19][cH:20]1)[CH3:21].[CH3:1][c:2]1[c:3]2[c:4]([n:5][c:6]([OH:8])[cH:7]1)[nH:9][n:10][c:11]2[OH:12].[P:22]([Cl:23])([Cl:24])([Cl:25])=[O:26]>>[CH3:1][c:2]1[c:3]2[c:4]([n:5][c:6]([Cl:24])[cH:7]1)[nH:9][n:10][c:11]2[OH:12]. Product: Cc1cc(Cl)nc2[nH]nc(O)c12. Reactants: C1(CCCCC1)C=1C2=C(N3CCOC4=C(C13)C=CC=C4C=4C=NC=CC4)C=C(C=C2)C(=O)OC (methyl 12-cyclohexyl-4-(pyridin-3-yl)-6,7-dihydro-5-oxa-7a-azadibenzo[a,e]azulene-9-carboxylate), [OH-].[Na+] (sodium hydroxide), Cl (hydrochloric acid). The solvent is O1CCCC1 (tetrahydrofuran), CO (methanol). Run at time 12 hour. The product is Cl.C1(CCCCC1)C=1C2=C(N3CCOC4=C(C13)C=CC=C4C=4C=NC=CC4)C=C(C=C2)C(=O)O (12-cyclohexyl-4-(pyridin-3-yl)-6,7-dihydro-5-oxa-7a-azadibenzo[a,e]azulene-9-carboxylic acid hydrochloride). Yield: 91.0%. As a reaction SMILES: [CH:1]1([C:7]2[C:8]3[CH:30]=[CH:29][C:28]([C:31]([O:33]C)=[O:32])=[CH:27][C:9]=3[N:10]3[C:16]=2[C:15]2[CH:17]=[CH:18][CH:19]=[C:20]([C:21]4[CH:22]=[N:23][CH:24]=[CH:25][CH:26]=4)[C:14]=2[O:13][CH2:12][CH2:11]3)[CH2:6][CH2:5][CH2:4][CH2:3][CH2:2]1.[OH-].[Na+].[ClH:37]>O1CCCC1.CO>[ClH:37].[CH:1]1([C:7]2[C:8]3[CH:30]=[CH:29][C:28]([C:31]([OH:33])=[O:32])=[CH:27][C:9]=3[N:10]3[C:16]=2[C:15]2[CH:17]=[CH:18][CH:19]=[C:20]([C:21]4[CH:22]=[N:23][CH:24]=[CH:25][CH:26]=4)[C:14]=2[O:13][CH2:12][CH2:11]3)[CH2:2][CH2:3][CH2:4][CH2:5][CH2:6]1 |f:1.2,6.7|. Procedure: To a solution of methyl 12-cyclohexyl-4-(pyridin-3-yl)-6,7-dihydro-5-oxa-7a-azadibenzo[a,e]azulene-9-carboxylate (130 mg, 0.203 mmol) in tetrahydrofuran (2 ml) and methanol (2 ml) was added 4N aqueous sodium hydroxide solution (1 ml), and the mixture was stirred at room temperature for 12 hr. The reaction mixture was adjusted to pH 6.5 with 2N hydrochloric acid, and extracted with chloroform. The organic layer was washed with saturated brine and dried over anhydrous sodium sulfate. After filtrat... Reactants: BrC1=C2C(=C(N=C1)Cl)N(C=C2)[Si](C)(C)C(C)(C)C (4-bromo-1-(tert-butyl-dimethyl-silanyl)-7-chloro-1H-pyrrolo[2,3-c]pyridine), C(C)(C)(C)[Li] (tert-butyllithium), C(=O)=O (carbon dioxide). Solvent: O1CCCC1 (tetrahydrofuran). Conditions: temperature -78 celsius, time 15 minute. Product: ClC1=NC=C(C2=C1NC=C2)C(=O)O (7-Chloro-1H-pyrrolo[2,3-c]pyridine-4-carboxylic acid). As a reaction SMILES: Br[C:2]1[CH:7]=[N:6][C:5]([Cl:8])=[C:4]2[N:9]([Si](C(C)(C)C)(C)C)[CH:10]=[CH:11][C:3]=12.C([Li])(C)(C)C.[C:24](=[O:26])=[O:25]>O1CCCC1>[Cl:8][C:5]1[C:4]2[NH:9][CH:10]=[CH:11][C:3]=2[C:2]([C:24]([OH:26])=[O:25])=[CH:7][N:6]=1. Procedure details: To a solution of 4-bromo-1-(tert-butyl-dimethyl-silanyl)-7-chloro-1H-pyrrolo[2,3-c]pyridine (500 mg) in dry tetrahydrofuran (25 ml) at −78° C. under an atmosphere of nitrogen was added tert-butyllithium (1.7M in pentane, 1.88 ml). After addition, the reaction mixture was stirred for 15 minutes at −78° C. then poured onto crushed pellets of carbon dioxide. The mixture was allowed to warm to room temperature and then evaporated. The residue was dissolved in water and the aqueous washed twice with ... The reactants are O (water), NCCCCCCO (6-amino-1-hexanol), C(C)(C)N(CC)C(C)C (diisopropylethylamine), ClC1=CC=C(C(=O)Cl)C=C1 (4-chlorobenzoyl chloride). The solvent is ClCCl (dichloromethane), ClCCl (dichloromethane). Reaction conditions: time 16 hour. Product: ClC1=CC=C(C(=O)NCCCCCCO)C=C1 (6-(4-chlorobenzoylamino)hexan-1-ol). The yield is 81.6%. Reaction SMILES: [NH2:1][CH2:2][CH2:3][CH2:4][CH2:5][CH2:6][CH2:7][OH:8].C(N(C(C)C)CC)(C)C.[Cl:18][C:19]1[CH:27]=[CH:26][C:22]([C:23](Cl)=[O:24])=[CH:21][CH:20]=1.O>ClCCl>[Cl:18][C:19]1[CH:27]=[CH:26][C:22]([C:23]([NH:1][CH2:2][CH2:3][CH2:4][CH2:5][CH2:6][CH2:7][OH:8])=[O:24])=[CH:21][CH:20]=1. Procedure details: To a solution of 6-amino-1-hexanol (12.9 g) and diisopropylethylamine (11.9 g) in dry dichloromethane (100 ml) at 5° C. was added 4-chlorobenzoyl chloride (16.1 g) in dry dichloromethane at such a rate to maintain the temperature below 10° C. After stirring for 16 h, the mixture was poured into water and filtered. The solid was washed with water, 2M hydrochloric acid (150 ml), water, dichloromethane and was dried under reduced pressure to give 6-(4-chlorobenzoylamino)hexan-1-ol (19.2 g). 1H-NMR ... Starting materials: ClCC(=O)OC(C)(C=C)CCC=C(C)C (Linalyl chloroacetate), C(CCCCCCCCCCC)NCCCCCCCCCCCC (didodecylamine), C([O-])([O-])=O.[Na+].[Na+] (sodium carbonate). Solvent: C1(=CC=CC=C1)C (toluene), C1(=CC=CC=C1)C (toluene). Run at temperature 60 celsius. The product is C(C)(C=C)(CCC=C(C)C)OC(CN(CCCCCCCCCCCC)CCCCCCCCCCCC)=O (N,N-didodecylglycine linalyl ester). RXN SMILES: Cl[CH2:2][C:3]([O:5][C:6]([CH2:10][CH2:11][CH:12]=[C:13]([CH3:15])[CH3:14])([CH:8]=[CH2:9])[CH3:7])=[O:4].[CH2:16]([NH:28][CH2:29][CH2:30][CH2:31][CH2:32][CH2:33][CH2:34][CH2:35][CH2:36][CH2:37][CH2:38][CH2:39][CH3:40])[CH2:17][CH2:18][CH2:19][CH2:20][CH2:21][CH2:22][CH2:23][CH2:24][CH2:25][CH2:26][CH3:27].C(=O)([O-])[O-].[Na+].[Na+]>C1(C)C=CC=CC=1>[C:6]([O:5][C:3](=[O:4])[CH2:2][N:28]([CH2:29][CH2:30][CH2:31][CH2:32][CH2:33][CH2:34][CH2:35][CH2:36][CH2:37][CH2:38][CH2:39][CH3:40])[CH2:16][CH2:17][CH2:18][CH2:19][CH2:20][CH2:21][CH2:22][CH2:23][CH2:24][CH2:25][CH2:26][CH3:27])([CH2:10][CH2:11][CH:12]=[C:13]([CH3:15])[CH3:14])([CH:8]=[CH2:9])[CH3:7] |f:2.3.4|. Procedure: Linalyl chloroacetate (5.77 g, 25 mmol, 1 eq), in toluene (50 ml), was slowly added to didodecylamine (10 g, 28.3 mmol, 1.13 eq) and sodium carbonate (5.3 g, 0.05 mol, 2 eq), in toluene (50 ml). The reaction mixture was stirred at 60° C. for two weeks after which the reaction seemed completed by 1H NMR. The sodium carbonate was filtered off, the filtrate was concentrated under vacuum and diethyl ether (200 ml) was added before storage of the solution at 4° C. for 12 hours. Then, the solution was... Yield: 26.7%. Procedure: A solution of 4-methyl-2-(2H-pyrazol-3-yl)-thiazole-5-carboxylic acid benzylamide (0.2 g, 0.61 mmol) in dimethyl sulfoxide (5 mL) was treated with 4-fluorophenoxyethyl bromide (0.14 g, 0.67 mmol) and potassium carbonate (0.30 g, 2.0 mmol), and the reaction mixture was heated to 90° C. for 16 hr. The reaction mixture was cooled to room temperature, diluted with ethyl acetate (50 mL), and washed with brine (2×50 mL). The organic phase was dried (Na2SO4) and evaporated. The residue was purified by ... Product: C(C1=CC=CC=C1)NC(=O)C1=C(N=C(S1)C1=NN(C=C1)CCOC1=CC=C(C=C1)F)C (2-{1-[2-(4-fluoro-phenoxy)-ethyl]-1H-pyrazol-3-yl}-4-methyl-thiazole-5-carboxylic acid benzylamide). Reaction SMILES: [CH2:1]([NH:8][C:9]([C:11]1[S:15][C:14]([C:16]2[NH:17][N:18]=[CH:19][CH:20]=2)=[N:13][C:12]=1[CH3:21])=[O:10])[C:2]1[CH:7]=[CH:6][CH:5]=[CH:4][CH:3]=1.[F:22][C:23]1[CH:32]=[CH:31][C:26]([O:27][CH2:28][CH2:29]Br)=[CH:25][CH:24]=1.C(=O)([O-])[O-].[K+].[K+]>CS(C)=O.C(OCC)(=O)C>[CH2:1]([NH:8][C:9]([C:11]1[S:15][C:14]([C:16]2[CH:20]=[CH:19][N:18]([CH2:29][CH2:28][O:27][C:26]3[CH:31]=[CH:32][C:23]([F:22])=[CH:24][CH:25]=3)[N:17]=2)=[N:13][C:12]=1[CH3:21])=[O:10])[C:2]1[CH:3]=[CH:4][CH:5]=[CH:6][CH:7]=1 |f:2.3.4|. Reaction conditions: temperature 90 celsius. Run in CS(=O)C (dimethyl sulfoxide), C(C)(=O)OCC (ethyl acetate). Reactants: C(C1=CC=CC=C1)NC(=O)C1=C(N=C(S1)C=1NN=CC1)C (4-methyl-2-(2H-pyrazol-3-yl)-thiazole-5-carboxylic acid benzylamide), FC1=CC=C(OCCBr)C=C1 (4-fluorophenoxyethyl bromide), C([O-])([O-])=O.[K+].[K+] (potassium carbonate). Starting materials: C(=O)([O-])[O-].[K+].[K+] (K2CO3), ClC=1C=C(C=CC1Cl)S(=O)(=O)NC1=C(C(=O)OC)C=CC=C1 (Methyl 2-(3,4-dichlorophenylsulfonamido)benzoate), CI (Methyl iodide). Run in CC(=O)C (acetone). Conditions: temperature 40 celsius. The product is ClC=1C=C(C=CC1Cl)S(=O)(=O)N(C)C1=C(C(=O)OC)C=CC=C1 (Methyl 2-(3,4-dichloro-N-methylphenylsulfonamido)benzoate). RXN SMILES: [Cl:1][C:2]1[CH:3]=[C:4]([S:9]([NH:12][C:13]2[CH:22]=[CH:21][CH:20]=[CH:19][C:14]=2[C:15]([O:17][CH3:18])=[O:16])(=[O:11])=[O:10])[CH:5]=[CH:6][C:7]=1[Cl:8].[C:23]([O-])([O-])=O.[K+].[K+].CI>CC(C)=O>[Cl:1][C:2]1[CH:3]=[C:4]([S:9]([N:12]([C:13]2[CH:22]=[CH:21][CH:20]=[CH:19][C:14]=2[C:15]([O:17][CH3:18])=[O:16])[CH3:23])(=[O:10])=[O:11])[CH:5]=[CH:6][C:7]=1[Cl:8] |f:1.2.3|. Reported procedure: Methyl 2-(3,4-dichlorophenylsulfonamido)benzoate (21.3 g, 59.1 mmol) was dissolved in acetone (300 ml), and K2CO3 (16.3 g, 118.3 mmol, 2 eq.) was added thereto. Methyl iodide (7.4 ml, 118.3 mmol, 2 eq.) was then added, and the suspension was heated overnight at 40° C. The solid materials were filtered off and the filtrate was concentrated using a rotary evaporator. Purification was carried out by filtration over silica gel (DCM).